Task: describe an organic reaction: reactants, conditions, products, and yield. Dataset: the Open Reaction Database (ORD), a public repository of structured organic reaction records Starting materials: C(C)OC(C)OC1=CC=C(C=C1)C(C)O (1-(4-(1-ethoxyethoxy)phenyl)ethanol). Run in mixed solvent, C(C)(=O)O.O1CCOCC1.O (acetic acid dioxane water), fatty acid ester. Run at time 2 hour. Yields the product fatty acid ester, OC1=CC=C(C=C1)C(C)O (1-(4-hydroxyphenyl)ethanol). RXN SMILES: C(OC([O:6][C:7]1[CH:12]=[CH:11][C:10]([CH:13]([OH:15])[CH3:14])=[CH:9][CH:8]=1)C)C>C(O)(=O)C.O1CCOCC1.O>[OH:6][C:7]1[CH:12]=[CH:11][C:10]([CH:13]([OH:15])[CH3:14])=[CH:9][CH:8]=1 |f:1.2.3|. Reported procedure: In 700 ml of a mixed solvent of acetic acid/dioxane/water (10/5/5) was dissolved 0.35 mole of a each R-form of fatty acid ester of 1-(4-(1-ethoxyethoxy)phenyl)ethanol, and the mixture was stirred at room temperature for 2 hours. The solvent was distilled under reduced pressure to give an R-form of fatty acid ester of 1-(4-hydroxyphenyl)ethanol.